From a dataset of the Open Reaction Database (ORD), a public repository of structured organic reaction records. describe an organic reaction: reactants, conditions, products, and yield The reactants are CC(=O)O, CC(=NO)c1cc(N(COCC[Si](C)(C)C)COCC[Si](C)(C)C)n2nccc2n1, CCO, [H][H]. Yields the product CC(N)c1cc(N(COCC[Si](C)(C)C)COCC[Si](C)(C)C)n2nccc2n1. Reaction SMILES: [C:36]([OH:37])(=[O:38])[CH3:39].[CH3:1][Si:2]([CH2:3][CH2:4][O:5][CH2:6][N:7]([c:8]1[cH:9][c:10]([C:17]([CH3:18])=[N:19][OH:20])[n:11][c:12]2[n:13]1[n:14][cH:15][cH:16]2)[CH2:21][O:22][CH2:23][CH2:24][Si:25]([CH3:26])([CH3:27])[CH3:28])([CH3:29])[CH3:30].[CH3:33][CH2:34][OH:35].[H:31][H:32]>>[CH3:1][Si:2]([CH2:3][CH2:4][O:5][CH2:6][N:7]([c:8]1[cH:9][c:10]([CH:17]([CH3:18])[NH2:19])[n:11][c:12]2[n:13]1[n:14][cH:15][cH:16]2)[CH2:21][O:22][CH2:23][CH2:24][Si:25]([CH3:26])([CH3:27])[CH3:28])([CH3:29])[CH3:30]. Starting materials: C(C)OC(=O)C1(CN(CCC1)CC1COC2=C(O1)C=CC=C2)C (1-(2,3-dihydrobenzo[1,4]dioxin-2-ylmethyl)-3-methylpiperidine-3-carboxylic acid ethyl ester), C(C)I (ethyl iodide). Yields the product C(C)OC(=O)C1(CN(CCC1)CC1COC2=C(O1)C=CC=C2)CC (1-(2,3-Dihydrobenzo[1,4]dioxin-2-ylmethyl)-3-ethylpiperidine-3-carboxylic acid ethyl ester). Reaction SMILES: [CH2:1]([O:3][C:4]([C:6]1([CH3:23])[CH2:11][CH2:10][CH2:9][N:8]([CH2:12][CH:13]2[O:18][C:17]3[CH:19]=[CH:20][CH:21]=[CH:22][C:16]=3[O:15][CH2:14]2)[CH2:7]1)=[O:5])[CH3:2].[CH2:24](I)C>>[CH2:1]([O:3][C:4]([C:6]1([CH2:23][CH3:24])[CH2:11][CH2:10][CH2:9][N:8]([CH2:12][CH:13]2[O:18][C:17]3[CH:19]=[CH:20][CH:21]=[CH:22][C:16]=3[O:15][CH2:14]2)[CH2:7]1)=[O:5])[CH3:2]. Procedure details: Prepared according to the procedure described above for 1-(2,3-dihydrobenzo[1,4]dioxin-2-ylmethyl)-3-methylpiperidine-3-carboxylic acid ethyl ester except that ethyl iodide was used instead of methyl iodide. The reactants are CC(=CCCC=1CC2C(C(=O)OC2=O)CC1)C (1,2,3,6-tetrahydro-4-(4-methyl-3-pentenyl)phthalic anhydride), VIII, ( 1000g ), B(F)(F)F.CCOCC (boron trifluoride etherate), VII. Run in C1=CC=CC=C1 (benzene). The product is CC1(C=2CC3C(CC2CCC1)C(=O)OC3=O)C (1,2,3,4,5,6,7,8-octahydro-5,5-dimethyl-2,3-naphthalenedicarboxylic acid anhydride). As a reaction SMILES: [CH3:1][C:2]([CH3:17])=[CH:3][CH2:4][CH2:5][C:6]1[CH2:7][CH:8]2[C:13](=[O:14])[O:12][C:10](=[O:11])[CH:9]2[CH2:15][CH:16]=1.B(F)(F)F.CCOCC>C1C=CC=CC=1>[CH3:1][C:2]1([CH3:17])[CH2:3][CH2:4][CH2:5][C:6]2[CH2:7][CH:8]3[C:13]([O:12][C:10](=[O:11])[CH:9]3[CH2:15][C:16]1=2)=[O:14] |f:1.2|. Reported procedure: 1,2,3,6-tetrahydro-4-(4-methyl-3-pentenyl)phthalic anhydride (VIII, Z=O) (1000g) and boron trifluoride etherate (100 g.) in 1 liter of benzene was refluxed for one and one-half hours. Work-up, using standard techniques, gave in almost quantitative yield crude 1,2,3,4,5,6,7,8-octahydro-5,5-dimethyl-2,3-naphthalenedicarboxylic acid anhydride (VII, X=O; R is the radical C). The cyclized anhydride (1 mole) was heated slowly to 250° C. with 200 ml. of ammonium hydroxide (s.g. 0.91) until ammonia no l... Starting materials: N1=CN=C(C=C1)C1=CC=C(C=O)C=C1 (4-(4-Pyrimidinyl)benzaldehyde), N1(N=CC=C1)C1=CC=C(C=O)C=C1 (4-(1H-pyrazol-1-yl)-benzaldehyde). Product: N1=CN=C(C=C1)C1=CC=C(C=C1)/C=C/C=O ((2E)-3-[4-(4-Pyrimidinyl)phenyl]-2-propenal). As a reaction SMILES: [N:1]1[CH:6]=[CH:5][C:4]([C:7]2[CH:14]=[CH:13][C:10]([CH:11]=O)=[CH:9][CH:8]=2)=[N:3][CH:2]=1.N1(C2C=C[C:23]([CH:24]=[O:25])=CC=2)C=CC=N1>>[N:1]1[CH:6]=[CH:5][C:4]([C:7]2[CH:14]=[CH:13][C:10](/[CH:11]=[CH:23]/[CH:24]=[O:25])=[CH:9][CH:8]=2)=[N:3][CH:2]=1. Procedure details: The title compound was prepared by a procedure analogous to Reference Example 30 by substituting 4-(4-pyrimidinyl)benzaldehyde (prepared as described in Reference Example 18) for the 4-(1H-pyrazol-1-yl)-benzaldehyde of Reference Example 30. MS 211 (M+H)+.